From a dataset of the Open Reaction Database (ORD), a public repository of structured organic reaction records. describe an organic reaction: reactants, conditions, products, and yield The reactants are FC(F)c1cccc(Cl)c1CBr, O=C([O-])[O-], CCCCCCN1CCC(NC(=O)C2(CC(=O)OC(C)(C)C)CNCC2C)CC1, CN(C)C=O, CCOC(C)=O, [K+], [K+], O. The product is CCCCCCN1CCC(NC(=O)C2(CC(=O)OC(C)(C)C)CN(Cc3c(Cl)cccc3C(F)F)CC2C)CC1. RXN SMILES: [Br:6][CH2:7][c:8]1[c:9]([Cl:17])[cH:10][cH:11][cH:12][c:13]1[CH:14]([F:15])[F:16].[C:18](=[O:19])([O-:20])[O-:21].[CH2:24]([CH2:25][CH2:26][CH2:27][CH2:28][CH3:29])[N:30]1[CH2:31][CH2:32][CH:33]([NH:36][C:37](=[O:38])[C:39]2([CH2:45][C:46](=[O:47])[O:48][C:49]([CH3:50])([CH3:51])[CH3:52])[CH2:40][NH:41][CH2:42][CH:43]2[CH3:44])[CH2:34][CH2:35]1.[CH3:1][N:2]([CH3:3])[CH:4]=[O:5].[CH3:54][CH2:55][O:56][C:57](=[O:58])[CH3:59].[K+:22].[K+:23].[OH2:53]>>[CH2:7]([c:8]1[c:9]([Cl:17])[cH:10][cH:11][cH:12][c:13]1[CH:14]([F:15])[F:16])[N:41]1[CH2:40][C:39]([C:37]([NH:36][CH:33]2[CH2:32][CH2:31][N:30]([CH2:24][CH2:25][CH2:26][CH2:27][CH2:28][CH3:29])[CH2:35][CH2:34]2)=[O:38])([CH2:45][C:46](=[O:47])[O:48][C:49]([CH3:50])([CH3:51])[CH3:52])[CH:43]([CH3:44])[CH2:42]1. Starting materials: CO, [K+], CCOC(=O)Cc1csc(NC(N)=O)n1, [OH-], O. The product is NC(=O)Nc1nc(CC(=O)O)cs1. RXN SMILES: [CH3:18][OH:19].[K+:17].[NH:1]([C:2](=[O:3])[NH2:4])[c:5]1[s:6][cH:7][c:8]([CH2:10][C:11](=[O:12])[O:13][CH2:14][CH3:15])[n:9]1.[OH-:16].[OH2:20]>>[NH:1]([C:2](=[O:3])[NH2:4])[c:5]1[s:6][cH:7][c:8]([CH2:10][C:11](=[O:12])[OH:13])[n:9]1.